This data is from the Open Reaction Database (ORD), a public repository of structured organic reaction records. The task is: describe an organic reaction: reactants, conditions, products, and yield Reactants: C1(CCCCCCCCCCC1)=O (cyclododecanone), N1CCOCC1 (morpholine), three, O.C1(=CC=C(C=C1)S(=O)(=O)O)C (p-toluenesulfonic acid monohydrate). Run in C1(=CC=CC=C1)C (toluene). Product: C1CCCCC/C(=C\CCCC1)/N2CCOCC2 (N-morpholino-1-cyclododecene). Isolated yield 41.2%. RXN SMILES: [C:1]1(=O)[CH2:12][CH2:11][CH2:10][CH2:9][CH2:8][CH2:7][CH2:6][CH2:5][CH2:4][CH2:3][CH2:2]1.[NH:14]1[CH2:19][CH2:18][O:17][CH2:16][CH2:15]1.O.C1(C)C=CC(S(O)(=O)=O)=CC=1>C1(C)C=CC=CC=1>[CH2:7]1[CH2:8][CH2:9][CH2:10][CH2:11][CH:12]=[C:1]([N:14]2[CH2:19][CH2:18][O:17][CH2:16][CH2:15]2)[CH2:2][CH2:3][CH2:4][CH2:5][CH2:6]1 |f:2.3|. Reported procedure: A 100 mL three neck round bottom flask, equipped with a stir bar, thermometer and a Dean-Stark trap, was charged with 10 g (55 mmoles) of cyclododecanone, 6.7 g (77 mmoles) of morpholine, 40 mL of anhydrous toluene and a catalytic amount of p-toluenesulfonic acid monohydrate. The reaction mixture was refluxed for 48-77 hours. The toluene was removed under vacuum, and the reaction mixture was vacuum distilled to give 5.7 g of N-morpholino-1-cyclododecene (at 160°-168° C./0.5mm) as a 95% pure clea...